This data is from the Open Reaction Database (ORD), a public repository of structured organic reaction records. The task is: describe an organic reaction: reactants, conditions, products, and yield The reactants are [OH-].[Na+] (sodium hydroxide), C(C)OC(COC1=C(C=C(C=C1)SC1=CC(=CC(=C1)C#CCN1CCOCC1)OC1CCCC1)C)=O ({4-[3-Cyclopentyloxy-5-(3-morpholin-4-yl-prop-1-ynyl)-phenylsulfanyl]-2-methylphenoxy}-acetic acid ethyl ester), Cl (hydrochloric acid). The solvent is C(C)O (ethanol). Reaction conditions: time 16 hour. Yields the product C1(CCCC1)OC=1C=C(C=C(C1)C#CCN1CCOCC1)SC1=CC(=C(OCC(=O)O)C=C1)C ({4-[3-Cyclopentyloxy-5-(3-morpholin-4-yl-prop-1-ynyl)-phenylsulfanyl]-2-methyl-phenoxy}-acetic Acid). As a reaction SMILES: C([O:3][C:4](=[O:36])[CH2:5][O:6][C:7]1[CH:12]=[CH:11][C:10]([S:13][C:14]2[CH:19]=[C:18]([C:20]#[C:21][CH2:22][N:23]3[CH2:28][CH2:27][O:26][CH2:25][CH2:24]3)[CH:17]=[C:16]([O:29][CH:30]3[CH2:34][CH2:33][CH2:32][CH2:31]3)[CH:15]=2)=[CH:9][C:8]=1[CH3:35])C.[OH-].[Na+].Cl>C(O)C>[CH:30]1([O:29][C:16]2[CH:15]=[C:14]([S:13][C:10]3[CH:11]=[CH:12][C:7]([O:6][CH2:5][C:4]([OH:36])=[O:3])=[C:8]([CH3:35])[CH:9]=3)[CH:19]=[C:18]([C:20]#[C:21][CH2:22][N:23]3[CH2:28][CH2:27][O:26][CH2:25][CH2:24]3)[CH:17]=2)[CH2:31][CH2:32][CH2:33][CH2:34]1 |f:1.2|. Reported procedure: {4-[3-Cyclopentyloxy-5-(3-morpholin-4-yl-prop-1-ynyl)-phenylsulfanyl]-2-methylphenoxy}-acetic acid ethyl ester (160 mg; 0.31 mmol) was dissolved in ethanol (10 mL), and aqueous 1 N sodium hydroxide (3 mL) was added. The reaction mixture was stirred for 16 h. acidified with 1 N aqueous hydrochloric acid and extracted with ethyl acetate. The organic phase was dried and evaporated to dryness and purified by prep HPLC (method B). Yield: 105 mg (70%). HPLC-MS: m/z: 482.2 (M+H)+; Rt: 1.77 min. Reaction SMILES: [CH2:51]1[O:52][CH2:53][CH2:54][CH2:55]1.[CH3:34][CH2:35][CH2:36][CH2:37][N+:38]([CH2:39][CH2:40][CH2:41][CH3:42])([CH2:43][CH2:44][CH2:45][CH3:46])[CH2:47][CH2:48][CH2:49][CH3:50].[F-:33].[N+:1](=[O:2])([O-:3])[c:4]1[cH:5][cH:6][c:7]([C:8](=[O:9])[O:10][C:11]([CH2:12][CH:13]=[CH2:14])([C:15]#[C:16][Si:17]([CH:18]([CH3:19])[CH3:20])([CH:21]([CH3:22])[CH3:23])[CH:24]([CH3:25])[CH3:26])[C:27]([F:28])([F:29])[F:30])[cH:31][cH:32]1.[OH2:56]>>[N+:1](=[O:2])([O-:3])[c:4]1[cH:5][cH:6][c:7]([C:8](=[O:9])[O:10][C:11]([CH2:12][CH:13]=[CH2:14])([C:15]#[CH:16])[C:27]([F:28])([F:29])[F:30])[cH:31][cH:32]1. Starting materials: C1CCOC1, CCCC[N+](CCCC)(CCCC)CCCC, [F-], C=CCC(C#C[Si](C(C)C)(C(C)C)C(C)C)(OC(=O)c1ccc([N+](=O)[O-])cc1)C(F)(F)F, O. Yields the product C#CC(CC=C)(OC(=O)c1ccc([N+](=O)[O-])cc1)C(F)(F)F. Starting materials: Cc1cc([N+](=O)[O-])cc(C(=O)O)c1[N+](=O)[O-], [N-]=[N+]=[N-], [Na+], O=S(=O)=O, O=S(=O)(O)O. The product is Cc1cc([N+](=O)[O-])cc(N)c1[N+](=O)[O-]. RXN SMILES: [N+:1](=[O:2])([O-:3])[c:4]1[c:5]([C:6]([OH:7])=[O:8])[cH:9][c:10]([N+:14](=[O:15])[O-:16])[cH:11][c:12]1[CH3:13].[N-:27]=[N+:28]=[N-:29].[Na+:26].[S:17](=[O:18])(=[O:19])=[O:20].[S:21](=[O:22])(=[O:23])([OH:24])[OH:25]>>[N+:1](=[O:2])([O-:3])[c:4]1[c:5]([NH2:27])[cH:9][c:10]([N+:14](=[O:15])[O-:16])[cH:11][c:12]1[CH3:13]. Starting materials: ClCCl, O=C(Cl)C(=O)Cl, O=C(O)c1cc(F)ccc1[N+](=O)[O-], [NH4+], CN(C)C=O, [OH-], O. Yields the product NC(=O)c1cc(F)ccc1[N+](=O)[O-]. RXN SMILES: [CH2:27]([Cl:28])[Cl:29].[Cl:14][C:15]([C:16]([Cl:17])=[O:18])=[O:19].[F:1][c:2]1[cH:3][cH:4][c:5]([N+:11](=[O:12])[O-:13])[c:6]([C:7](=[O:8])[OH:9])[cH:10]1.[NH4+:26].[O:20]=[CH:21][N:22]([CH3:23])[CH3:24].[OH-:25].[OH2:30]>>[F:1][c:2]1[cH:3][cH:4][c:5]([N+:11](=[O:12])[O-:13])[c:6]([C:7](=[O:8])[NH2:22])[cH:10]1. Reactants: [H-].[Na+] (Sodium hydride), C[C@H](CO)CCO ((S)-2-methyl-1,4-butanediol), ClC1=CC=C(C#N)C=C1 (4-chlorobenzonitrile), O (water), [H-].[Na+] (sodium hydride). Solvent: CN(C)C=O (DMF). Run at time 2 hour. The product is C[C@H](COC1=CC=C(C#N)C=C1)CCOC1=CC=C(C#N)C=C1 (4,4'-((S)-2-methylbutanedioxy)bisbenzonitrile). Isolated yield 81.6%. As a reaction SMILES: [H-].[Na+].[CH3:3][C@@H:4]([CH2:7][CH2:8][OH:9])[CH2:5][OH:6].Cl[C:11]1[CH:18]=[CH:17][C:14]([C:15]#[N:16])=[CH:13][CH:12]=1.O>CN(C=O)C>[CH3:3][C@@H:4]([CH2:7][CH2:8][O:9][C:11]1[CH:18]=[CH:17][C:14]([C:15]#[N:16])=[CH:13][CH:12]=1)[CH2:5][O:6][C:11]1[CH:18]=[CH:17][C:14]([C:15]#[N:16])=[CH:13][CH:12]=1 |f:0.1|. Procedure details: Sodium hydride (2.88 g, 120 mmol) was dispersed in 50 ml DMF and then added with (S)-2-methyl-1,4-butanediol (5.21 g, 50.0 mmol) while being iced with ice. The reaction mixture after being cooled with ice for another one hour was stirred at room temperature for 2 hours and then added with 4-chlorobenzonitrile (15.3 g, 120 mmol), followed by reaction for 20 hours. After completion of the reaction, the reaction mixture was added carefully with 5 ml water to inactivate excess sodium hydride, follow... Reactants: oil, [Si](C)(C)(C(C)(C)C)OC[C@H]1N(C[C@H](C(=C1)CC[N+](=O)[O-])O)C(=O)OC(C)(C)C ((2S,5S)-tert-butyl 2-((tert-butyldimethylsilyloxy)methyl)-5-hydroxy-4-(2-nitroethyl)-5,6-dihydropyridine-1 (2H)-carboxylate), C(C1=CC=CC=C1)ONS(=O)(=O)C1=C(C=CC=C1)[N+](=O)[O-] (N-(benzyloxy)-2-nitrobenzenesulfonamide), C(C=C)ON(S(=O)(=O)C1=C(C=CC=C1)[N+](=O)[O-])[C@@H]1C=C([C@H](N(C1)C(=O)OC(C)(C)C)CO[Si](C)(C)C(C)(C)C)C ((2S,5R)-tert-butyl 5-(N-(allyloxy)-2-nitrophenylsulfonamido)-2-((tert-butyldimethylsilyloxy)methyl)-3-methyl-5,6-dihydropyridine-1(2H)-carboxylate), [Si](C)(C)(C(C)(C)C)OC[C@H]1N(C[C@H](C(=C1)CC[N+](=O)[O-])O)C(=O)OC(C)(C)C ((2S,5S)-tert-butyl 2-((tert-butyldimethylsilyloxy)methyl)-5-hydroxy-4-(2-nitroethyl)-5,6-dihydropyridine-1 (2H)-carboxylate). Reaction SMILES: C(ON([C@H]1CN(C(OC(C)(C)C)=O)[C@H](CO[Si](C(C)(C)C)(C)C)C(C)=C1)S(C1C=CC=CC=1[N+]([O-])=O)(=O)=O)C=C.[Si:41]([O:48][CH2:49][C@@H:50]1[CH:55]=[C:54]([CH2:56][CH2:57][N+:58]([O-:60])=[O:59])[C@H:53](O)[CH2:52][N:51]1[C:62]([O:64][C:65]([CH3:68])([CH3:67])[CH3:66])=[O:63])([C:44]([CH3:47])([CH3:46])[CH3:45])([CH3:43])[CH3:42].[CH2:69]([O:76][NH:77][S:78]([C:81]1[CH:86]=[CH:85][CH:84]=[CH:83][C:82]=1[N+:87]([O-:89])=[O:88])(=[O:80])=[O:79])[C:70]1[CH:75]=[CH:74][CH:73]=[CH:72][CH:71]=1>>[CH2:69]([O:76][N:77]([C@H:53]1[CH2:52][N:51]([C:62]([O:64][C:65]([CH3:68])([CH3:67])[CH3:66])=[O:63])[C@H:50]([CH2:49][O:48][Si:41]([C:44]([CH3:47])([CH3:45])[CH3:46])([CH3:43])[CH3:42])[CH:55]=[C:54]1[CH2:56][CH2:57][N+:58]([O-:60])=[O:59])[S:78]([C:81]1[CH:86]=[CH:85][CH:84]=[CH:83][C:82]=1[N+:87]([O-:89])=[O:88])(=[O:80])=[O:79])[C:70]1[CH:75]=[CH:74][CH:73]=[CH:72][CH:71]=1. Reported procedure: The title compound was prepared as a pale yellow oil (5 g, 30%) according to the procedure described for Intermediate 80, from (2S,5S)-tert-butyl 2-((tert-butyldimethylsilyloxy)methyl)-5-hydroxy-4-(2-nitroethyl)-5,6-dihydropyridine-1 (2H)-carboxylate (Intermediate 219, 6.73 g, 16.3 mmol) and N-(benzyloxy)-2-nitrobenzenesulfonamide (7.40 g, 24.00 mmol). Yields the product C(C1=CC=CC=C1)ON(S(=O)(=O)C1=C(C=CC=C1)[N+](=O)[O-])[C@@H]1C(=C[C@H](N(C1)C(=O)OC(C)(C)C)CO[Si](C)(C)C(C)(C)C)CC[N+](=O)[O-] ((2S,5R)-tert-butyl 5-(N-(benzyloxy)-2-nitrophenylsulfonamido)-2-((tert-butyldimethylsilyloxy)methyl)-4-(2-nitroethyl)-5,6-dihydropyridine-1(2H)-carboxylate). Reactants: CN(C)CC1=CC=C(O1)CSCCN (2-[[[5-[(dimethylamino)methyl]-2-furanyl]methyl]thio]ethylamine), O(C1=CC=CC=C1)C(=C[N+](=O)[O-])OC1=CC=CC=C1 (1,1-diphenoxy-2-nitroethene). Solvent: C(C)#N (acetonitrile). Product: CN(C)CC1=CC=C(O1)CSCCNC(=C[N+](=O)[O-])OC1=CC=CC=C1 (1-[2-[[[5-[(Dimethylamino)methyl]-2-furanyl]methyl]thio]ethylamino]-2-nitro-1-phenoxyethene). Isolated yield 81.0%. As a reaction SMILES: [CH3:1][N:2]([CH2:4][C:5]1[O:9][C:8]([CH2:10][S:11][CH2:12][CH2:13][NH2:14])=[CH:7][CH:6]=1)[CH3:3].[O:15]([C:22](OC1C=CC=CC=1)=[CH:23][N+:24]([O-:26])=[O:25])[C:16]1[CH:21]=[CH:20][CH:19]=[CH:18][CH:17]=1>C(#N)C>[CH3:3][N:2]([CH2:4][C:5]1[O:9][C:8]([CH2:10][S:11][CH2:12][CH2:13][NH:14][C:22]([O:15][C:16]2[CH:21]=[CH:20][CH:19]=[CH:18][CH:17]=2)=[CH:23][N+:24]([O-:26])=[O:25])=[CH:7][CH:6]=1)[CH3:1]. Procedure: A solution of 2·14 g (10 mmol) of 2-[[[5-[(dimethylamino)methyl]-2-furanyl]methyl]thio]ethylamine and 2·57 g (10 mmol) of 1,1-diphenoxy-2-nitroethene in 20 ml of acetonitrile is boiled for 2 hours. After concentration of the solution by evaporation under vacuum, the oily residue is chromatographically purified as described in Example 1 and yields 3·06 g (81%) of the title compound as a pale yellow oil which according to thin layer chromatography and 1H-NMR spectrum is identical to the compound f... Reactants: CC1(C)C(C=C(Br)Br)C1C(=O)Cl, Cc1ccccc1, OC1Cc2cccc(-c3ccccc3)c2C1, c1ccncc1. The product is CC1(C)C(C=C(Br)Br)C1C(=O)OC1Cc2cccc(-c3ccccc3)c2C1. Reaction SMILES: [Br:1][C:2](=[CH:3][CH:4]1[C:5]([CH3:10])([CH3:11])[CH:6]1[C:7](=[O:8])[Cl:9])[Br:12].[CH3:35][c:36]1[cH:37][cH:38][cH:39][cH:40][cH:41]1.[c:13]1(-[c:19]2[c:20]3[c:24]([cH:25][cH:26][cH:27]2)[CH2:23][CH:22]([OH:28])[CH2:21]3)[cH:14][cH:15][cH:16][cH:17][cH:18]1.[cH:29]1[cH:30][cH:31][n:32][cH:33][cH:34]1>>[Br:1][C:2](=[CH:3][CH:4]1[C:5]([CH3:10])([CH3:11])[CH:6]1[C:7](=[O:8])[O:28][CH:22]1[CH2:21][c:20]2[c:19](-[c:13]3[cH:14][cH:15][cH:16][cH:17][cH:18]3)[cH:27][cH:26][cH:25][c:24]2[CH2:23]1)[Br:12]. The reactants are BrCC1=C(C(=O)OCC2=CC=C(C=C2)[N+](=O)[O-])C(=C(C=C1O[Si](C)(C)C(C)(C)C)OC)C (p-nitrobenzyl 2-bromomethyl-3-(tert-butyldimethylsilyloxy)-5-methoxy-6-methylbenzoate), Example 1 ( f ), Example 23 ( d ), COC([C@@H](NC([C@H](NC(=O)OC(C)(C)C)CO)=O)CS)=O (N-[N-(tert-butoxycarbonyl)-D-seryl]-L-cysteine methyl ester). Yields the product OC1=CC(=C(C=2C(OC[C@H](C(N[C@@H](CSCC21)C(=O)OC)=O)NC(=O)OC(C)(C)C)=O)C)OC (tert-butyl (4R, 7R)-1,3,4,5,6,7,8,10-octa-hydro-14-hydroxy-12-methoxy-4-methoxycarbonyl-11-methyl-6,10-dioxo-9,2,5-benzoxathiaazacyclododecine-7-carbamate). Reaction SMILES: Br[CH2:2][C:3]1[C:21]([O:22][Si](C(C)(C)C)(C)C)=[CH:20][C:19]([O:30][CH3:31])=[C:18]([CH3:32])[C:4]=1[C:5](OCC1C=CC([N+]([O-])=O)=CC=1)=[O:6].[CH3:33][O:34][C:35](=[O:53])[C@H:36]([CH2:51][SH:52])[NH:37][C:38](=[O:50])[C@@H:39]([CH2:48][OH:49])[NH:40][C:41]([O:43][C:44]([CH3:47])([CH3:46])[CH3:45])=[O:42]>>[OH:22][C:21]1[C:3]2[CH2:2][S:52][CH2:51][C@@H:36]([C:35]([O:34][CH3:33])=[O:53])[NH:37][C:38](=[O:50])[C@H:39]([NH:40][C:41]([O:43][C:44]([CH3:47])([CH3:45])[CH3:46])=[O:42])[CH2:48][O:49][C:5](=[O:6])[C:4]=2[C:18]([CH3:32])=[C:19]([O:30][CH3:31])[CH:20]=1. Procedure details: Crude p-nitrobenzyl 2-bromomethyl-3-(tert-butyldimethylsilyloxy)-5-methoxy-6-methylbenzoate, as obtained in Example 23 (d), was reacted with N-[N-(tert-butoxycarbonyl)-D-seryl]-L-cysteine methyl ester in an analogous manner to the procedure described in Example 1 (f), and the product was subjected in an analogous manner to the sequence of procedures used in Example 23 to yield tert-butyl (4R, 7R)-1,3,4,5,6,7,8,10-octa-hydro-14-hydroxy-12-methoxy-4-methoxycarbonyl-11-methyl-6,10-dioxo-9,2,5-benzo...